From a dataset of the Open Reaction Database (ORD), a public repository of structured organic reaction records. describe an organic reaction: reactants, conditions, products, and yield Reactants: [H][H] (hydrogen), C\C(=C/CO)\CC\C=C(\CCC=C(C)C)/C ((2E, 6E)-3,7,11-trimethyl2,6,10-dodecatrien-1-ol), [H][H] (hydrogen), [Ru((-)-T-BINAP)](BF4)2. Run in CO (methanol). Yields the product CC(CCO)CC\C=C(\CCC=C(C)C)/C ((+)-(6E)-3,7,11- trimethyl-6,10-dodecadien-1-ol). Yield: 98.0%. As a reaction SMILES: [CH3:1]/[C:2](/[CH2:6][CH2:7]/[CH:8]=[C:9](\[CH3:16])/[CH2:10][CH2:11][CH:12]=[C:13]([CH3:15])[CH3:14])=[CH:3]\[CH2:4][OH:5].[H][H]>CO>[CH3:1][CH:2]([CH2:6][CH2:7]/[CH:8]=[C:9](\[CH3:16])/[CH2:10][CH2:11][CH:12]=[C:13]([CH3:15])[CH3:14])[CH2:3][CH2:4][OH:5]. Procedure: A nitrogen-purged 200-ml autoclave was charged with 22.1 g (0.1 mole) of (2E, 6E)-3,7,11-trimethyl2,6,10-dodecatrien-1-ol and 40 ml of methanol. To the solution, 4.8 mg (0.005 mmole) of the [Ru((-)-T-BINAP)](BF4)2 as prepared in Referential Example 6 was added, and hydrogenation was conducted at a hydrogen pressure of 30 kg/cm2 and at a reaction temperature of 20° C. for 10 hours. When it was confirmed that 0.1 mole of hydrogen had been absorbed, the solvent methanol was distilled off, and the r... As a reaction SMILES: N[CH2:2]/[CH:3]=[CH:4]/[CH:5]=[CH2:6].[CH2:7]1[CH2:11][O:10]CC1>>[CH2:2]1[CH2:7][CH2:6][CH2:5][CH2:4][CH2:3]1.[CH3:2][C:11]([CH3:7])=[O:10] |f:2.3|. The product is C1CCCCC1.CC(=O)C (Cyclohexane acetone). Reactants: NC\C=C\C=C ((E)-1-amino-2,4-pentadiene), C1CCOC1 (THF). Procedure details: Initially introduce 83.2 g (1.0 mol) of (E)-1-amino-2,4-pentadiene (title compound from Example B.2.) in 250 ml of THF, and add 0.1 g of 4-hydroxyanisole. Subsequently, at an internal temperature of 20°-30° C., add 229.2 g (1.05 mol) of di-tert-butyl dicarbonate dissolved in 250 ml of THF dropwise. After addition is complete, stir at room temperature for 20 h. Add 103.0 g (1.05 mol) of maleic anhydride, and heat to reflux for 5 h. Concentrate and take up the residue in 500 ml of methanol, add 30... Reactants: CC1=C(C(=O)OC)C=CC(=C1)C(C)N1CCCCC1 (methyl 2-methyl-4-(1-(piperidin-1-yl)ethyl)benzoate), O1CCCC1 (tetrahydrofuran), CO (methanol), [OH-].[Li+] (lithium hydroxide). The solvent is O (water). Conditions: time 2 hour. The product is CC1=C(C(=O)O)C=CC(=C1)C(C)N1CCCCC1 (2-methyl-4-(1-(piperidin-1-yl)ethyl)benzoic acid). The yield is 90.8%. As a reaction SMILES: [CH3:1][C:2]1[CH:11]=[C:10]([CH:12]([N:14]2[CH2:19][CH2:18][CH2:17][CH2:16][CH2:15]2)[CH3:13])[CH:9]=[CH:8][C:3]=1[C:4]([O:6]C)=[O:5].O1CCCC1.CO.[OH-].[Li+]>O>[CH3:1][C:2]1[CH:11]=[C:10]([CH:12]([N:14]2[CH2:19][CH2:18][CH2:17][CH2:16][CH2:15]2)[CH3:13])[CH:9]=[CH:8][C:3]=1[C:4]([OH:6])=[O:5] |f:3.4|. Procedure: To a solution of methyl 2-methyl-4-(1-(piperidin-1-yl)ethyl)benzoate (283 mg, 1.1 mmol) in the mixture solution of tetrahydrofuran:methanol:water=3:1:1 (10 mL) was added lithium hydroxide (100 mg, 4.2 mmol). The mixture was stirred at room temperature for 2 hours. The suspension was concentrated in vacuo and quenched with hydrochloride acid aqueous (1N, 5 mL). To the residue was added water (50 mL). The mixture was extracted with dichloromethane (2*50 mL). The combined organic phase was separate... Reactants: C1(=CC=CC=C1)CCCCCCCO (7-phenylheptyl alcohol), C(Br)C1CO1 (epibromohydrin), [H-].[Na+] (sodium hydride). Solvent: CN(C=O)C (dimethylformamide). Product: C1(=CC=CC=C1)CCCCCCCOCC1OC1 (7-phenylheptyloxymethyloxirane). RXN SMILES: [C:1]1([CH2:7][CH2:8][CH2:9][CH2:10][CH2:11][CH2:12][CH2:13][OH:14])[CH:6]=[CH:5][CH:4]=[CH:3][CH:2]=1.[CH2:15]([CH:17]1[O:19][CH2:18]1)Br.[H-].[Na+]>CN(C)C=O>[C:1]1([CH2:7][CH2:8][CH2:9][CH2:10][CH2:11][CH2:12][CH2:13][O:14][CH2:15][CH:17]2[CH2:18][O:19]2)[CH:6]=[CH:5][CH:4]=[CH:3][CH:2]=1 |f:2.3|. Reported procedure: A procedure similar to that described in preparation 46 was repeated, except that 2 g of 7-phenylheptyl alcohol, 1.7 ml of epibromohydrin, 0.44 g of sodium hydride (as a 55% by weight dispersion in mineral oil) and 50 ml of anhydrous dimethylformamide were used, to give 1.15 g of the title compound having an Rf value of 0.49 (on silica gel thin layer chromatography, using a 1:6 by volume mixture of ethyl acetate and hexane as the developing solvent). The reactants are ClC1=CC=C(CN2C(=C(C3=CC(=CC=C23)F)SC)CC(=O)O)C=C1 (1-(p-Chlorobenzyl)-5-fluoro3-methylthioindole-2-acetic acid), O (water), OOS(=O)[O-].[K+] (oxone). Run in [Cl-].[Na+].O (brine), CCOCC (ether), C(C)O (ethanol). Run at time 6 hour. Yields the product ClC1=CC=C(CN2C(=C(C3=CC(=CC=C23)F)S(=O)(=O)C)CC(=O)O)C=C1 (1-(p Chlorobenzyl)-5-fluoro-3-methylsulfonylindole-2-acetic acid). RXN SMILES: [Cl:1][C:2]1[CH:24]=[CH:23][C:5]([CH2:6][N:7]2[C:15]3[C:10](=[CH:11][C:12]([F:16])=[CH:13][CH:14]=3)[C:9]([S:17][CH3:18])=[C:8]2[CH2:19][C:20]([OH:22])=[O:21])=[CH:4][CH:3]=1.[OH:25]OS([O-])=O.[K+].[OH2:31]>C(O)C.[Cl-].[Na+].O.CCOCC>[Cl:1][C:2]1[CH:3]=[CH:4][C:5]([CH2:6][N:7]2[C:15]3[C:10](=[CH:11][C:12]([F:16])=[CH:13][CH:14]=3)[C:9]([S:17]([CH3:18])(=[O:25])=[O:31])=[C:8]2[CH2:19][C:20]([OH:22])=[O:21])=[CH:23][CH:24]=1 |f:1.2,5.6.7|. Procedure details: To 200 mg of 1-(p-chlorobenzyl)-5-fluoro-3-methylthioindole-2-acetic acid from Example 4 in a mixture of 3 mL water and 3 mL ethanol was added 1.6 q of oxone. After stirring for 6 h the reaction mixture was diluted with brine and ether. The ether layer was washed with 1 N HCl, and brine and dried over MgSO4. Filtration and concentration gave the title compound, mp 202°-202.5°. Starting materials: [K+], O=[N+]([O-])[O-], N, c1ccc2c(c1)CCCCN2, O=S(=O)(O)O. Product: O=[N+]([O-])c1ccc2c(c1)NCCCC2. Reaction SMILES: [K+:16].[N+:12](=[O:13])([O-:14])[O-:15].[NH3:17].[NH:1]1[c:2]2[c:3]([cH:8][cH:9][cH:10][cH:11]2)[CH2:4][CH2:5][CH2:6][CH2:7]1.[S:18](=[O:19])(=[O:20])([OH:21])[OH:22]>>[NH:1]1[c:2]2[c:3]([cH:8][cH:9][c:10]([N+:12](=[O:13])[O-:14])[cH:11]2)[CH2:4][CH2:5][CH2:6][CH2:7]1. Starting materials: COC(=O)CCC1CN1C(=O)OC(C)(C)C, CCO, [Na+], [OH-]. The product is CC(C)(C)OC(=O)N1CC1CCC(=O)O. Reaction SMILES: [C:1]([CH3:2])([CH3:3])([CH3:4])[O:5][C:6](=[O:7])[N:8]1[CH:9]([CH2:11][CH2:12][C:13](=[O:14])[O:15][CH3:16])[CH2:10]1.[CH3:19][CH2:20][OH:21].[Na+:18].[OH-:17]>>[C:1]([CH3:2])([CH3:3])([CH3:4])[O:5][C:6](=[O:7])[N:8]1[CH:9]([CH2:11][CH2:12][C:13](=[O:14])[OH:15])[CH2:10]1. The product is C(C1=CC=CC=C1)OC=1C=2N(C=CC1)C=CN2 (8-benzyloxy-imidazo[1,2-α]pyridine). Run in three. Starting materials: Cl (HCl), BrCC=O (bromoacetaldehyde), BrCC(OCC)OCC (2-bromo-1,1-diethoxyethane), NC1=NC=CC=C1OCC1=CC=CC=C1 (2- amino-3-benzyloxypyridine), [O-]S(=O)(=O)[O-].[Na+].[Na+] (Na2SO4), C(=O)(O)[O-].[Na+] (NaHCO3). Procedure: As shown in FIG. 6, concentrated HCl (34 mL, 345 mmol) was added drop-wise to 2-bromo-1,1-diethoxyethane 17 (29.56, 150 mmol) at room temperature in a 250-mL three neck round bottomed flask. The mixture was then heated at 55° C. for 30 minutes. The pale yellow mixture was then cooled to 0° C. and anhydrous Na2SO4 (64 g) added and the reaction stirred for 1.0 hour. The reaction mixture now containing crude bromoacetaldehyde 18 was filtered into a three neck 1000-mL round bottomed flask and the ca... Conditions: temperature 55 celsius, time 1 hour. Reaction SMILES: Cl.Br[CH2:3][CH:4](OCC)OCC.[O-]S([O-])(=O)=O.[Na+].[Na+].BrCC=O.[NH2:22][C:23]1[C:28]([O:29][CH2:30][C:31]2[CH:36]=[CH:35][CH:34]=[CH:33][CH:32]=2)=[CH:27][CH:26]=[CH:25][N:24]=1.C([O-])(O)=O.[Na+]>>[CH2:30]([O:29][C:28]1[C:23]2[N:24]([CH:3]=[CH:4][N:22]=2)[CH:25]=[CH:26][CH:27]=1)[C:31]1[CH:32]=[CH:33][CH:34]=[CH:35][CH:36]=1 |f:2.3.4,7.8|.